This data is from the Open Reaction Database (ORD), a public repository of structured organic reaction records. The task is: describe an organic reaction: reactants, conditions, products, and yield The reactants are BrCc1ccc(cc1)c2ccccc2 (4PhPh), CC(C)(C)OC(=O)N1CCN(CC1)c2ccc(NC(=O)c3oc(cc3)c4ccc(Cl)cc4)cc2 (p-Cl Core). The reagents and catalysts are O=S(=O)(O)O (H2SO4), CCN=P(N=P(N(C)C)(N(C)C)N(C)C)(N(C)C)N(C)C (P2-Et). Solvent: COCCOCCOC (diglyme), CN(C)C=O (DMF), CN(C)C=O (DMF), CN(C)C=O (DMF). Run at temperature 23 celsius, time 20 hour. Product: Clc1ccc(cc1)c2oc(cc2)C(=O)N(Cc3ccc(cc3)c4ccccc4)c5ccc(cc5)N6CCNCC6 (MK2_Alk_10), CC(C)(C)OC(=O)N1CCN(CC1)c2ccc(NC(=O)c3oc(cc3)c4ccc(Cl)cc4)cc2 (p-Cl Core), CC(C)(C)OC(=O)N1CCN(CC1)c2ccc(NC(=O)c3oc(cc3)c4ccc(Cl)cc4)cc2 (MK2_Core_Cl). Yield: 60.0%. The reactants are CC(C)=O, CCC(=C(F)C=O)c1cc2c(cc1OCOC)C(C)(C)CCC2(C)C, [Na+], [OH-]. Yields the product CCC(=C(F)C=CC(C)=O)c1cc2c(cc1OCOC)C(C)(C)CCC2(C)C. RXN SMILES: [CH3:28][C:29]([CH3:30])=[O:31].[F:1][C:2]([CH:3]=[O:4])=[C:5]([CH2:6][CH3:7])[c:8]1[cH:9][c:10]2[c:15]([cH:16][c:17]1[O:18][CH2:19][O:20][CH3:21])[C:14]([CH3:22])([CH3:23])[CH2:13][CH2:12][C:11]2([CH3:24])[CH3:25].[Na+:27].[OH-:26]>>[F:1][C:2]([CH:3]=[CH:28][C:29]([CH3:30])=[O:31])=[C:5]([CH2:6][CH3:7])[c:8]1[cH:9][c:10]2[c:15]([cH:16][c:17]1[O:18][CH2:19][O:20][CH3:21])[C:14]([CH3:22])([CH3:23])[CH2:13][CH2:12][C:11]2([CH3:24])[CH3:25]. The reactants are N12CC3[C@@H](C(CC(C1)C3)C2)N ((4s)-1-azatricyclo[3.3.1.13,7]dec-4-ylamine), ClC=1C=C(C(=O)O)C=CC1 (3-chlorobenzoic acid), N (NH3). Yields the product N12CC3[C@@H](C(CC(C1)C3)C2)NC(C2=CC(=CC=C2)Cl)=O (N-[(4s)-1-Azatricyclo[3.3.1.13,7]dec-4-yl]-3-chlorobenzamide). RXN SMILES: [N:1]12[CH2:10][CH:5]3[CH2:6][CH:7]([CH2:9][CH:3]([C@@H:4]3[NH2:11])[CH2:2]1)[CH2:8]2.[Cl:12][C:13]1[CH:14]=[C:15]([CH:19]=[CH:20][CH:21]=1)[C:16](O)=[O:17].N>>[N:1]12[CH2:10][CH:5]3[CH2:6][CH:7]([CH2:9][CH:3]([C@@H:4]3[NH:11][C:16](=[O:17])[C:15]3[CH:19]=[CH:20][CH:21]=[C:13]([Cl:12])[CH:14]=3)[CH2:2]1)[CH2:8]2. Procedure details: Prepared from (4s)-1-azatricyclo[3.3.1.13,7]dec-4-ylamine and 3-chlorobenzoic acid (Aldrich) according to method B; 1H NMR (500 MHz, methanol-d4) δ 1.84-2.05 (m, 5H), 2.11 (s, 1H), 2.29 (s, 1H), 2.32 (s, 1H), 2.39 (s, 2H), 3.47-3.53 (m, 2H), 3.62-3.74 (m, 1H), 3.77-3.88 (m, 1H), 4.38 (s, 1H), 7.43-7.52 (m, 1H), 7.54-7.61 (m, 1H), 7.73-7.80 (m, 1H), 7.78-7.88 (m, 1H); MS (APCI/NH3) m/z 291 (M+H)+. The reactants are COC(CC1=CC=C2C(=CN(C2=C1)CC(=O)N1[C@@H](C[C@H](C1)F)C(NCC1=C(C(=CC=C1)Cl)F)=O)C(C)=O)=O ((3-acetyl-1-{2-[(2S,4R)-2-(3-chloro-2-fluoro-benzylcarbamoyl)-4-fluoro-pyrrolidin-1-yl]-2-oxo-ethyl}-1H-indol-6-yl)-acetic acid methyl ester), Example 549, [OH-].[Na+] (NaOH). Run in C1CCOC1 (THF), O (water). Reaction conditions: time 60 hour. The product is C(C)(=O)C1=CN(C2=CC(=CC=C12)CC(=O)O)CC(=O)N1[C@@H](C[C@H](C1)F)C(NCC1=C(C(=CC=C1)Cl)F)=O ((3-Acetyl-1-{2-[(2S,4R)-2-(3-chloro-2-fluoro-benzylcarbamoyl)-4-fluoro-pyrrolidin-1-yl]-2-oxo-ethyl}-1H-indol-6-yl)-acetic acid). RXN SMILES: C[O:2][C:3](=[O:38])[CH2:4][C:5]1[CH:13]=[C:12]2[C:8]([C:9]([C:35](=[O:37])[CH3:36])=[CH:10][N:11]2[CH2:14][C:15]([N:17]2[CH2:21][C@H:20]([F:22])[CH2:19][C@H:18]2[C:23](=[O:34])[NH:24][CH2:25][C:26]2[CH:31]=[CH:30][CH:29]=[C:28]([Cl:32])[C:27]=2[F:33])=[O:16])=[CH:7][CH:6]=1.[OH-].[Na+]>C1COCC1.O>[C:35]([C:9]1[C:8]2[C:12](=[CH:13][C:5]([CH2:4][C:3]([OH:38])=[O:2])=[CH:6][CH:7]=2)[N:11]([CH2:14][C:15]([N:17]2[CH2:21][C@H:20]([F:22])[CH2:19][C@H:18]2[C:23](=[O:34])[NH:24][CH2:25][C:26]2[CH:31]=[CH:30][CH:29]=[C:28]([Cl:32])[C:27]=2[F:33])=[O:16])[CH:10]=1)(=[O:37])[CH3:36] |f:1.2|. Procedure: To a solution of (3-acetyl-1-{2-[(2S,4R)-2-(3-chloro-2-fluoro-benzylcarbamoyl)-4-fluoro-pyrrolidin-1-yl]-2-oxo-ethyl}-1H-indol-6-yl)-acetic acid methyl ester Example 549 (200 mg, 0.366 mmol) in THF (5 mL) and water (0.5 mL) was added 1N NaOH (1.46 mL, 1.46 mmol) and the reaction was stirred at RT for 60 h. The mixture was partitioned between diethylether and water. The layers were separated and the aqueous phase was adjusted to pH=2 by addition of a 1N HCl solution to form a precipitate. The sol... Reactants: C(C1=CC=CC=C1)OC1=CC=C(CN)C=C1 (4-benzyloxybenzylamine), [H][H] (hydrogen). Reagents/catalysts: [C].[Pd] (Palladium-carbon). Run in C1CCOC1 (THF). Product: OC1=CC=C(CN)C=C1 (4-hydroxybenzylamine). The yield is 85.0%. As a reaction SMILES: C([O:8][C:9]1[CH:16]=[CH:15][C:12]([CH2:13][NH2:14])=[CH:11][CH:10]=1)C1C=CC=CC=1.[H][H]>[C].[Pd].C1COCC1>[OH:8][C:9]1[CH:16]=[CH:15][C:12]([CH2:13][NH2:14])=[CH:11][CH:10]=1 |f:2.3|. Reported procedure: 10% Palladium-carbon catalyst (water content 50%, 50 mg) was added to a solution of 4-benzyloxybenzylamine (530 mg, 2.485 mmol, 1.0 eq) in THF (10 ml), and the mixture was stirred for 3 hours at room temperature in a stream of hydrogen. The reaction mixture was filtered through Celite, and the filtrate was concentrated under reduced pressure. The obtained residue was purified by column chromatography (n-hexane/ethyl acetate=1/1) to give 4-hydroxybenzylamine (260 mg, 85.0%). The reactants are peptide, Fmoc, C(C)SSC1=C(C(=CC=C1)C)O (2-(Ethyldisulfanyl)-6-methylphenol), C(=NC(C)C)=NC(C)C (N,N′-methanediylidenebis(propan-2-amine)), C(C1=CC=CC=C1)[C@H](N(C([C@@H](NC([C@@H](N(C([C@@H](NC([C@@H](NC(OC(C)(C)C)=O)C)=O)C(C)C)=O)C)CC(C)C)=O)[C@@H](C)OC(C1=CC=CC=C1)(C1=CC=CC=C1)C1=CC=CC=C1)=O)C)C(NCC(N([C@H](C(N([C@H](C(N[C@H](C(N[C@@H](CC(=O)O)C(N([C@H](C(N[C@H](C(N1CCCCC1)=O)C)=O)CC1=CC=CC=C1)C)=O)=O)CC1=CC=CC=C1)=O)C(C)C)C)=O)CC(C)C)C)=O)=O ((6S,9S,12S,15S,18S,24S,27S,30S,33S)-18,30-dibenzyl-12,24-diisobutyl-9,27-diisopropyl-2,2,6,11,17,23,26-heptamethyl-33-(methyl((S)-1-oxo-1-(((S)-1-oxo-1-(piperidin-1-yl)propan-2-yl)amino)-3-phenylpropan-2-yl)carbamoyl)-4,7,10,13,16,19,22,25,28,31-decaoxo-15-((R)-1-(trityloxy)ethyl)-3-oxa-5,8,11,14,17,20,23,26,29,32-decaazapentatriacontan-35-oic acid), Boc amino acid. Reagents/catalysts: CN(C1=CC=NC=C1)C (N,N-dimethylpyridin-4-amine). The solvent is ClCCl (dichloromethane). Reaction conditions: time 8 hour. The product is C(C1=CC=CC=C1)[C@H](N(C([C@@H](NC([C@@H](N(C([C@@H](NC([C@@H](NC(OC(C)(C)C)=O)C)=O)C(C)C)=O)C)CC(C)C)=O)[C@@H](C)OC(C1=CC=CC=C1)(C1=CC=CC=C1)C1=CC=CC=C1)=O)C)C(NCC(N([C@H](C(N([C@H](C(N[C@H](C(N[C@@H](CC(=O)OC1=C(C=CC=C1C)SSCC)C(N([C@H](C(N[C@H](C(N1CCCCC1)=O)C)=O)CC1=CC=CC=C1)C)=O)=O)CC1=CC=CC=C1)=O)C(C)C)C)=O)CC(C)C)C)=O)=O (2-(ethyldisulfanyl)-6-methylphenyl (6S,9S,12S,15S,18S,24S,27S,30S,33S)-18,30-dibenzyl-12,24-diisobutyl-9,27-diisopropyl-2,2,6,11,17,23,26-heptamethyl-33-(methyl((S)-1-oxo-1-(((S)-1-oxo-1-(piperidin-1-yl)propan-2-yl)amino)-3-phenylpropan-2-yl)carbamoyl)-4,7,10,13,16,19,22,25,28,31-decaoxo-15-((R)-1-(trityloxy)ethyl)-3-oxa-5,8,11,14,17,20,23,26,29,32-decaazapentatriacontan-35-oate). The yield is 80.0%. Reaction SMILES: [CH2:1]([S:3][S:4][C:5]1[CH:10]=[CH:9][CH:8]=[C:7]([CH3:11])[C:6]=1[OH:12])[CH3:2].C(=NC(C)C)=NC(C)C.[CH2:22]([C@@H:29]([C:86](=[O:150])[NH:87][CH2:88][C:89](=[O:149])[N:90]([CH3:148])[C@@H:91]([CH2:144][CH:145]([CH3:147])[CH3:146])[C:92](=[O:143])[N:93]([CH3:142])[C@@H:94]([CH:139]([CH3:141])[CH3:140])[C:95](=[O:138])[NH:96][C@@H:97]([CH2:131][C:132]1[CH:137]=[CH:136][CH:135]=[CH:134][CH:133]=1)[C:98](=[O:130])[NH:99][C@H:100]([C:105](=[O:129])[N:106]([CH3:128])[C@@H:107]([CH2:121][C:122]1[CH:127]=[CH:126][CH:125]=[CH:124][CH:123]=1)[C:108](=[O:120])[NH:109][C@@H:110]([CH3:119])[C:111](=[O:118])[N:112]1[CH2:117][CH2:116][CH2:115][CH2:114][CH2:113]1)[CH2:101][C:102](O)=[O:103])[N:30]([CH3:85])[C:31](=[O:84])[C@H:32]([C@H:62]([O:64][C:65]([C:78]1[CH:83]=[CH:82][CH:81]=[CH:80][CH:79]=1)([C:72]1[CH:77]=[CH:76][CH:75]=[CH:74][CH:73]=1)[C:66]1[CH:71]=[CH:70][CH:69]=[CH:68][CH:67]=1)[CH3:63])[NH:33][C:34](=[O:61])[C@H:35]([CH2:57][CH:58]([CH3:60])[CH3:59])[N:36]([CH3:56])[C:37](=[O:55])[C@H:38]([CH:52]([CH3:54])[CH3:53])[NH:39][C:40](=[O:51])[C@H:41]([CH3:50])[NH:42][C:43](=[O:49])[O:44][C:45]([CH3:48])([CH3:47])[CH3:46])[C:23]1[CH:28]=[CH:27][CH:26]=[CH:25][CH:24]=1>CN(C)C1C=CN=CC=1.ClCCl>[CH2:22]([C@@H:29]([C:86](=[O:150])[NH:87][CH2:88][C:89](=[O:149])[N:90]([CH3:148])[C@@H:91]([CH2:144][CH:145]([CH3:147])[CH3:146])[C:92](=[O:143])[N:93]([CH3:142])[C@@H:94]([CH:139]([CH3:141])[CH3:140])[C:95](=[O:138])[NH:96][C@@H:97]([CH2:131][C:132]1[CH:137]=[CH:136][CH:135]=[CH:134][CH:133]=1)[C:98](=[O:130])[NH:99][C@H:100]([C:105](=[O:129])[N:106]([CH3:128])[C@@H:107]([CH2:121][C:122]1[CH:123]=[CH:124][CH:125]=[CH:126][CH:127]=1)[C:108](=[O:120])[NH:109][C@@H:110]([CH3:119])[C:111](=[O:118])[N:112]1[CH2:117][CH2:116][CH2:115][CH2:114][CH2:113]1)[CH2:101][C:102]([O:12][C:6]1[C:7]([CH3:11])=[CH:8][CH:9]=[CH:10][C:5]=1[S:4][S:3][CH2:1][CH3:2])=[O:103])[N:30]([CH3:85])[C:31](=[O:84])[C@H:32]([C@H:62]([O:64][C:65]([C:66]1[CH:71]=[CH:70][CH:69]=[CH:68][CH:67]=1)([C:72]1[CH:73]=[CH:74][CH:75]=[CH:76][CH:77]=1)[C:78]1[CH:83]=[CH:82][CH:81]=[CH:80][CH:79]=1)[CH3:63])[NH:33][C:34](=[O:61])[C@H:35]([CH2:57][CH:58]([CH3:60])[CH3:59])[N:36]([CH3:56])[C:37](=[O:55])[C@H:38]([CH:52]([CH3:54])[CH3:53])[NH:39][C:40](=[O:51])[C@H:41]([CH3:50])[NH:42][C:43](=[O:49])[O:44][C:45]([CH3:46])([CH3:47])[CH3:48])[C:23]1[CH:28]=[CH:27][CH:26]=[CH:25][CH:24]=1. Procedure details: 2-(Ethyldisulfanyl)-6-methylphenol separately synthesized according to a conventional method (J. AM. CHEM. SOC. 2009, 131, 5432-5437) (10.3 mg, 0.051 mmol), N,N′-methanediylidenebis(propan-2-amine) (8.0 ul, 0.051 mmol) and N,N-dimethylpyridin-4-amine (4.2 mg, 0.034 mmol) were added to a solution of (6S,9S,12S,15S,18S,24S,27S,30S,33S)-18,30-dibenzyl-12,24-diisobutyl-9,27-diisopropyl-2,2,6,11,17,23,26-heptamethyl-33-(methyl((S)-1-oxo-1-(((S)-1-oxo-1-(piperidin-1-yl)propan-2-yl)amino)-3-phenylpropa... The reactants are OC=1C(=C2C=C(C(OC2=C(C1C)C)C1CCC1)C=O)C (6-hydroxy-5,7,8-trimethyl-2-cyclobutyl-chromene-3-carbaldehyde), [BH3-]C#N.[Na+] (NaCNBH3). Solvent: C1CCOC1 (THF), CC(=O)O (AcOH). Run at time 6 hour. Yields the product OCC1=CC2=C(C(=C(C(=C2OC12CCC2)C)C)O)C (3-(hydroxymethyl)-5,7,8-trimethylspiro[chromene-2,1′-cyclobutan]-6-ol). Yield: 56.5%. As a reaction SMILES: [OH:1][C:2]1[C:3]([CH3:20])=[C:4]2[C:9](=[C:10]([CH3:13])[C:11]=1[CH3:12])[O:8][CH:7]([CH:14]1[CH2:17][CH2:16]C1)[C:6]([CH:18]=[O:19])=[CH:5]2.[BH3-]C#N.[Na+]>C1COCC1.CC(O)=O>[OH:19][CH2:18][C:6]1[C:7]2([CH2:16][CH2:17][CH2:14]2)[O:8][C:9]2[C:4](=[C:3]([CH3:20])[C:2]([OH:1])=[C:11]([CH3:12])[C:10]=2[CH3:13])[CH:5]=1 |f:1.2|. Reported procedure: To a stirred solution of 6-hydroxy-5,7,8-trimethyl-2-cyclobutyl-chromene-3-carbaldehyde (250 mg) in 10 mL of THF and 1 mL of AcOH was added NaCNBH3 (305 mg). The reaction mixture was allowed to stir at room temperature for 6 h. The mixture was concentrated and the residue was purified by flash chromatography eluted with 30% ethyl acetate in hexane to give 135 mg of 3-(hydroxymethyl)-5,7,8-trimethylspiro[chromene-2,1′-cyclobutan]-6-ol as a light yellow solid. 1H-NMR (300 MHz, MeOD) δ=6.52 (s, 1H,... Reactants: NC(C(=O)OC(C)(C)C)(C)C (tert-butyl 2-amino-2-methylpropanoate), C(#N)C1=CC(=C(CBr)C=C1)F (4-cyano-2-fluoro benzyl bromide), C(=O)(O)[O-].[Na+] (NaHCO3), O (Water). Solvent: CN(C)C=O (DMF). Run at temperature 70 celsius, time 16 hour. The product is C(#N)C1=CC(=C(CNC(C(=O)OC(C)(C)C)(C)C)C=C1)F (tert-butyl 2-[(4-cyano-2-fluorobenzyl)amino]-2-methylpropanoate). RXN SMILES: [NH2:1][C:2]([CH3:11])([CH3:10])[C:3]([O:5][C:6]([CH3:9])([CH3:8])[CH3:7])=[O:4].[C:12]([C:14]1[CH:21]=[CH:20][C:17]([CH2:18]Br)=[C:16]([F:22])[CH:15]=1)#[N:13].C([O-])(O)=O.[Na+].O>CN(C=O)C>[C:12]([C:14]1[CH:21]=[CH:20][C:17]([CH2:18][NH:1][C:2]([CH3:11])([CH3:10])[C:3]([O:5][C:6]([CH3:9])([CH3:8])[CH3:7])=[O:4])=[C:16]([F:22])[CH:15]=1)#[N:13] |f:2.3|. Reported procedure: To a stirred solution of tert-butyl 2-amino-2-methylpropanoate (Bachem, 7.9 g, 0.05 mol) in dry DMF (50 mL) under nitrogen, was added 4-cyano-2-fluoro benzyl bromide (10.6 g, 0.05 mol) and NaHCO3 (8.3 g, 0.099 mol) as a solid. The reaction mixture was stirred for 16 h at 70° C. Water (70 mL) was added and extracted with ethyl acetate (100 mL). The organic layer was washed with water (3×100 mL) and the solvent was dried over Na2SO4 and concentrated under vacuum. The residue was purified by column...